Dataset: the Open Reaction Database (ORD), a public repository of structured organic reaction records. Task: describe an organic reaction: reactants, conditions, products, and yield Reactants: Fc1cc(Cl)c(Cl)cc1Br, CCOCC, CC(C)[Mg+], CC(C)OB1OC(C)(C)C(C)(C)O1, [Cl-], C1CCOC1. Product: CC1(C)OB(c2cc(Cl)c(Cl)cc2F)OC1(C)C. As a reaction SMILES: [Br:1][c:2]1[c:3]([F:10])[cH:4][c:5]([Cl:9])[c:6]([Cl:8])[cH:7]1.[CH3:29][CH2:30][O:31][CH2:32][CH3:33].[CH:12]([Mg+:13])([CH3:14])[CH3:15].[CH:16]([O:17][B:20]1[O:21][C:22]([CH3:27])([CH3:28])[C:23]([CH3:25])([CH3:26])[O:24]1)([CH3:18])[CH3:19].[Cl-:11].[O:34]1[CH2:35][CH2:36][CH2:37][CH2:38]1>>[c:2]1([B:20]2[O:21][C:22]([CH3:27])([CH3:28])[C:23]([CH3:25])([CH3:26])[O:24]2)[c:3]([F:10])[cH:4][c:5]([Cl:9])[c:6]([Cl:8])[cH:7]1. Reactants: BrC1=NC(=C2N1C1=CC(=CC(=C1N=C2C)F)OC)C (1-Bromo-6-fluoro-8-methoxy-3,4-dimethylimidazo[1,5-a]quinoxaline), FC1=C(C=C(C=C1)C(N)=O)B(O)O (2-fluoro-5-carbamoylphenylboronic acid), C(=O)([O-])[O-].[K+].[K+] (K2CO3). Reagents/catalysts: C=1C=CC(=CC1)[P](C=2C=CC=CC2)(C=3C=CC=CC3)[Pd]([P](C=4C=CC=CC4)(C=5C=CC=CC5)C=6C=CC=CC6)([P](C=7C=CC=CC7)(C=8C=CC=CC8)C=9C=CC=CC9)[P](C=1C=CC=CC1)(C=1C=CC=CC1)C=1C=CC=CC1 (Pd(PPh3)4). Product: FC1=C(C=C(C(=O)N)C=C1)C1=NC(=C2N1C1=CC(=CC(=C1N=C2C)F)OC)C (4-Fluoro-3-(6-fluoro-8-methoxy-3,4-dimethylimidazo[1,5-a]quinoxalin-1-yl)benzamide). Isolated yield 10.5%. RXN SMILES: Br[C:2]1[N:6]2[C:7]3[C:12]([N:13]=[C:14]([CH3:15])[C:5]2=[C:4]([CH3:19])[N:3]=1)=[C:11]([F:16])[CH:10]=[C:9]([O:17][CH3:18])[CH:8]=3.[F:20][C:21]1[CH:26]=[CH:25][C:24]([C:27](=[O:29])[NH2:28])=[CH:23][C:22]=1B(O)O.C([O-])([O-])=O.[K+].[K+]>C1C=CC([P]([Pd]([P](C2C=CC=CC=2)(C2C=CC=CC=2)C2C=CC=CC=2)([P](C2C=CC=CC=2)(C2C=CC=CC=2)C2C=CC=CC=2)[P](C2C=CC=CC=2)(C2C=CC=CC=2)C2C=CC=CC=2)(C2C=CC=CC=2)C2C=CC=CC=2)=CC=1>[F:20][C:21]1[CH:26]=[CH:25][C:24]([C:27]([NH2:28])=[O:29])=[CH:23][C:22]=1[C:2]1[N:6]2[C:7]3[C:12]([N:13]=[C:14]([CH3:15])[C:5]2=[C:4]([CH3:19])[N:3]=1)=[C:11]([F:16])[CH:10]=[C:9]([O:17][CH3:18])[CH:8]=3 |f:2.3.4,^1:42,44,63,82|. Procedure details: Following the general Suzuki coupling procedure, reaction of bromide 6A (65 mg, 0.2 mmol), 2-fluoro-5-carbamoylphenylboronic acid (55 mg, 0.3 mmol), K2CO3 (82 mg, 0.6 mmol) and Pd(PPh3)4 (5 mg, 0.004 mmol) provided the coupling product as an off-white powder (8 mg, 11% yield). EIMS 383.1 [M+H]+.